Dataset: the Open Reaction Database (ORD), a public repository of structured organic reaction records. Task: describe an organic reaction: reactants, conditions, products, and yield As a reaction SMILES: [CH2:35]([CH3:36])[N:37]=[C:38]=[O:39].[ClH:1].[F:2][C:3]([c:4]1[cH:5][c:6]([N:14]([C:15](=[O:16])[N:17]([CH3:18])[CH:19]2[CH:20]([c:25]3[cH:26][cH:27][c:28]([F:31])[cH:29][cH:30]3)[CH2:21][NH:22][CH2:23][CH2:24]2)[CH3:32])[cH:7][c:8]([C:10]([F:11])([F:12])[F:13])[cH:9]1)([F:33])[F:34]>>[F:2][C:3]([c:4]1[cH:5][c:6]([N:14]([C:15](=[O:16])[N:17]([CH3:18])[CH:19]2[CH:20]([c:25]3[cH:26][cH:27][c:28]([F:31])[cH:29][cH:30]3)[CH2:21][N:22]([C:38]([NH:37][CH2:35][CH3:36])=[O:39])[CH2:23][CH2:24]2)[CH3:32])[cH:7][c:8]([C:10]([F:11])([F:12])[F:13])[cH:9]1)([F:33])[F:34]. Starting materials: CCN=C=O, Cl, CN(C(=O)N(C)C1CCNCC1c1ccc(F)cc1)c1cc(C(F)(F)F)cc(C(F)(F)F)c1. Product: CCNC(=O)N1CCC(N(C)C(=O)N(C)c2cc(C(F)(F)F)cc(C(F)(F)F)c2)C(c2ccc(F)cc2)C1. The reactants are C1(=CC=C(C=C1)S(=O)(=O)OC)C (methyl p-toluenesulfonate), CSCCC(NC1=CC(=CC=C1)OCCC(OC(NCCC)=O)OC(CC(C)=O)=O)=O (2-{3-(2-acetylacetyloxy-3-propylcarbamoyloxypropoxy)phenylcarbamoyl}ethyl methyl sulfide). Run in CCOCC (Ether). Reaction conditions: time 24 hour. Product: C1(=CC=C(C=C1)S(=O)(=O)[O-])C.C(C)(=O)CC(=O)OC(CCOC=1C=C(C=CC1)NC(=O)CC[S+](C)C)OC(NCCC)=O (2-{3-(2-acetylacetyloxy-3-propylcarbamoyloxypropoxy)phenylcarbamoyl}ethyldimethylsulfonium p-toluenesulfonate). Isolated yield 95.2%. RXN SMILES: [C:1]1([CH3:12])[CH:6]=[CH:5][C:4]([S:7]([O:10]C)(=[O:9])=[O:8])=[CH:3][CH:2]=1.[CH3:13][S:14][CH2:15][CH2:16][C:17](=[O:43])[NH:18][C:19]1[CH:24]=[CH:23][CH:22]=[C:21]([O:25][CH2:26][CH2:27][CH:28]([O:36][C:37](=[O:42])[CH2:38][C:39](=[O:41])[CH3:40])[O:29][C:30](=[O:35])[NH:31][CH2:32][CH2:33][CH3:34])[CH:20]=1>CCOCC>[C:1]1([CH3:12])[CH:2]=[CH:3][C:4]([S:7]([O-:10])(=[O:8])=[O:9])=[CH:5][CH:6]=1.[C:39]([CH2:38][C:37]([O:36][CH:28]([O:29][C:30](=[O:35])[NH:31][CH2:32][CH2:33][CH3:34])[CH2:27][CH2:26][O:25][C:21]1[CH:20]=[C:19]([NH:18][C:17]([CH2:16][CH2:15][S+:14]([CH3:1])[CH3:13])=[O:43])[CH:24]=[CH:23][CH:22]=1)=[O:42])(=[O:41])[CH3:40] |f:3.4|. Procedure: A 5.5 g quantity of methyl p-toluenesulfonate was added to 4.54 g of 2-{3-(2-acetylacetyloxy-3-propylcarbamoyloxypropoxy)phenylcarbamoyl}ethyl methyl sulfide. The mixture was stirred at room temperature for 24 hours. Ether was added to the reaction mixture. The insoluble solid was filtered off, and was recrystallized from acetonitrile-ether, giving 6.10 g of 2-{3-(2-acetylacetyloxy-3-propylcarbamoyloxypropoxy)phenylcarbamoyl}ethyldimethylsulfonium p-toluenesulfonate in 95.2% yield, M.P. 74° to 7... Reactants: CCNC(=O)c1ccc([N+](=O)[O-])c(OCC)c1, CCO. Yields the product CCNC(=O)c1ccc(N)c(OCC)c1. As a reaction SMILES: [CH2:1]([CH3:2])[O:3][c:4]1[cH:5][c:6]([C:7](=[O:8])[NH:9][CH2:10][CH3:11])[cH:12][cH:13][c:14]1[N+:15]([O-:16])=[O:17].[CH3:18][CH2:19][OH:20]>>[CH2:1]([CH3:2])[O:3][c:4]1[cH:5][c:6]([C:7](=[O:8])[NH:9][CH2:10][CH3:11])[cH:12][cH:13][c:14]1[NH2:15]. Starting materials: ClC=1C=C(C=C(C1)Cl)C1(CC(=NO1)C1=CC(=C(C=O)C=C1)C)C(F)(F)F (4-[5-(3,5-dichloro-phenyl)-5-trifluoromethyl-4,5-dihydro-isoxazol-3-yl]-2-methyl-benzaldehyde), [Cl-].[Li+] (lithium chloride), C[Mg]Br (methyl magnesium bromide). Run in C1CCOC1 (THF). Yields the product ClC=1C=C(C=C(C1)Cl)C1(CC(=NO1)C1=CC(=C(C=C1)C(C)O)C)C(F)(F)F (1-{4-[5-(3,5-dichloro-phenyl)-5-trifluoromethyl-4,5-dihydro-isoxazol-3-yl]-2-methyl-phenyl}-ethanol). RXN SMILES: [Cl:1][C:2]1[CH:3]=[C:4]([C:9]2([C:23]([F:26])([F:25])[F:24])[O:13][N:12]=[C:11]([C:14]3[CH:21]=[CH:20][C:17]([CH:18]=[O:19])=[C:16]([CH3:22])[CH:15]=3)[CH2:10]2)[CH:5]=[C:6]([Cl:8])[CH:7]=1.[Cl-].[Li+].[CH3:29][Mg]Br>C1COCC1>[Cl:1][C:2]1[CH:3]=[C:4]([C:9]2([C:23]([F:24])([F:26])[F:25])[O:13][N:12]=[C:11]([C:14]3[CH:21]=[CH:20][C:17]([CH:18]([OH:19])[CH3:29])=[C:16]([CH3:22])[CH:15]=3)[CH2:10]2)[CH:5]=[C:6]([Cl:8])[CH:7]=1 |f:1.2|. Procedure: To a solution of 4-[5-(3,5-dichloro-phenyl)-5-trifluoromethyl-4,5-dihydro-isoxazol-3-yl]-2-methyl-benzaldehyde (i.e. the product of example S.1, Step 1, 0.50 g) and lithium chloride (53 mg, 1.24 mmol, 1.00 equiv.) in THF (15 mL) was added a solution of methyl magnesium bromide (1.78 mL, 1.4 M in THF/toluene, 2.49 mmol, 2.00 equiv.) at −70° C. Starting materials: COC1=CC=C(C=C1)N=NC1=CC=C(C(C(=O)Cl)=C1)O (5-(4-Methoxyphenylazo)salicoyl chloride), [OH-].[NH4+] (ammonium hydroxide). Solvent: C(C)(=O)O (acetic acid). Yields the product OC1=C(C(=O)N)C=C(C=C1)N=NC1=CC=C(C=C1)OC (2-Hydroxy-5-(4-methoxyphenylazo)benzamide). RXN SMILES: [CH3:1][O:2][C:3]1[CH:8]=[CH:7][C:6]([N:9]=[N:10][C:11]2[CH:19]=[C:15]([C:16](Cl)=[O:17])[C:14]([OH:20])=[CH:13][CH:12]=2)=[CH:5][CH:4]=1.[OH-].[NH4+:22]>C(O)(=O)C>[OH:20][C:14]1[CH:13]=[CH:12][C:11]([N:10]=[N:9][C:6]2[CH:7]=[CH:8][C:3]([O:2][CH3:1])=[CH:4][CH:5]=2)=[CH:19][C:15]=1[C:16]([NH2:22])=[O:17] |f:1.2|. Procedure details: 5-(4-Methoxyphenylazo)salicoyl chloride (1 g) was carefully warmed with 0.880 ammonium hydroxide (10 ml) for 10 minutes. The mixture was then acidified with glacial acetic acid and the amide removed by filtration. The product was crystallized from ethanol (0.60 g), 65%, m.p. 231°-3°, λmax (methanol)=352 nm.